From a dataset of the Open Reaction Database (ORD), a public repository of structured organic reaction records. describe an organic reaction: reactants, conditions, products, and yield Reactants: CC1(CCC1)OC(=O)N[C@@H](CC(=O)O)C(=O)O (N-(1-methylcyclobutyloxycarbonyl)-aspartic acid), C1(CCCCC1)N=C=NC1CCCCC1 (dicyclohexylcarbodiimide). Run in O1CCOCC1 (dioxane). Run at temperature 25 celsius, time 2 hour. Yields the product CC1(CCC1)OC(=O)N[C@H]1CC(=O)OC1=O (N-(1-Methylcyclobutyloxycarbonyl)-Aspartic Anhydride). Reaction SMILES: [CH3:1][C:2]1([O:6][C:7]([NH:9][C@H:10]([C:15]([OH:17])=[O:16])[CH2:11][C:12]([OH:14])=O)=[O:8])[CH2:5][CH2:4][CH2:3]1.C1(N=C=NC2CCCCC2)CCCCC1>O1CCOCC1>[CH3:1][C:2]1([O:6][C:7]([NH:9][C@@H:10]2[C:15](=[O:16])[O:17][C:12](=[O:14])[CH2:11]2)=[O:8])[CH2:3][CH2:4][CH2:5]1. Procedure details: A solution of 2.45 g. of N-(1-methylcyclobutyloxycarbonyl)-aspartic acid in 50 ml. of dioxane is prepared and 2.2 g. of dicyclohexylcarbodiimide is added with vigorous stirring. After stirring at 25°C. for 2 hours, the dicyclohexylurea is removed by filtration and the dioxane removed by evaporation in vacuo. The resulting solid is substantially pure N-(1-methylcyclobutyloxycarbonyl)-aspartic anhydride. The reactants are Cc1cc(OCc2c(C(C)C)cnn2-c2c(Cl)cccc2Cl)ccc1Br, [Li]CCCC, C1CCOC1, CN(C)C=O, [Cl-], [NH4+]. The product is Cc1cc(OCc2c(C(C)C)cnn2-c2c(Cl)cccc2Cl)ccc1C=O. As a reaction SMILES: [Br:1][c:2]1[c:3]([CH3:26])[cH:4][c:5]([O:6][CH2:7][c:8]2[c:9]([CH:21]([CH3:22])[CH3:23])[cH:10][n:11][n:12]2-[c:13]2[c:14]([Cl:20])[cH:15][cH:16][cH:17][c:18]2[Cl:19])[cH:24][cH:25]1.[CH2:27]([Li:28])[CH2:29][CH2:30][CH3:31].[CH2:39]1[O:40][CH2:41][CH2:42][CH2:43]1.[CH3:32][N:33]([CH:34]=[O:35])[CH3:36].[Cl-:37].[NH4+:38]>>[c:2]1([CH:34]=[O:35])[c:3]([CH3:26])[cH:4][c:5]([O:6][CH2:7][c:8]2[c:9]([CH:21]([CH3:22])[CH3:23])[cH:10][n:11][n:12]2-[c:13]2[c:14]([Cl:20])[cH:15][cH:16][cH:17][c:18]2[Cl:19])[cH:24][cH:25]1.